describe an organic reaction: reactants, conditions, products, and yield From a dataset of the Open Reaction Database (ORD), a public repository of structured organic reaction records. The reactants are C1CCOC1, COc1nc(OC)nc([N+]2(C)CCOCC2)n1, [Cl-], O=C(O)CNC(=O)c1cc2cc(Cl)ccc2[nH]1, O, OCCNc1ccccc1. The product is O=C(NCC(=O)N(CCO)c1ccccc1)c1cc2cc(Cl)ccc2[nH]1. As a reaction SMILES: [CH2:47]1[O:48][CH2:49][CH2:50][CH2:51]1.[CH3:29][O:30][c:31]1[n:32][c:33]([O:34][CH3:35])[n:36][c:37]([N+:38]2([CH3:39])[CH2:40][CH2:41][O:42][CH2:43][CH2:44]2)[n:45]1.[Cl-:28].[Cl:1][c:2]1[cH:3][c:4]2[cH:5][c:6]([C:11](=[O:12])[NH:13][CH2:14][C:15](=[O:16])[OH:17])[nH:7][c:8]2[cH:9][cH:10]1.[OH2:46].[c:18]1([NH:24][CH2:25][CH2:26][OH:27])[cH:19][cH:20][cH:21][cH:22][cH:23]1>>[Cl:1][c:2]1[cH:3][c:4]2[cH:5][c:6]([C:11](=[O:12])[NH:13][CH2:14][C:15](=[O:17])[N:24]([c:18]3[cH:19][cH:20][cH:21][cH:22][cH:23]3)[CH2:25][CH2:26][OH:27])[nH:7][c:8]2[cH:9][cH:10]1.